Dataset: the Open Reaction Database (ORD), a public repository of structured organic reaction records. Task: describe an organic reaction: reactants, conditions, products, and yield The reactants are BrC1=CC(=C(C(=O)OC)C=C1)CBr (methyl 4bromo-2-bromomethylbenzoate), resultant mixture, [H-].[Na+] (NaH), C(C(F)(F)F)O (trifluoroethanol), Cl (HCl). Run in CN(C)C=O (DMF), CN(C)C=O (DMF). Run at temperature 0 celsius, time 30 minute. Product: BrC1=CC(=C(C(=O)OC)C=C1)COCC(F)(F)F (methyl 4-bromo-2-trifluoroethoxymethylbenzoate). As a reaction SMILES: [H-].[Na+].[CH2:3]([OH:8])[C:4]([F:7])([F:6])[F:5].[Br:9][C:10]1[CH:19]=[CH:18][C:13]([C:14]([O:16][CH3:17])=[O:15])=[C:12]([CH2:20]Br)[CH:11]=1.Cl>CN(C=O)C>[Br:9][C:10]1[CH:19]=[CH:18][C:13]([C:14]([O:16][CH3:17])=[O:15])=[C:12]([CH2:20][O:8][CH2:3][C:4]([F:7])([F:6])[F:5])[CH:11]=1 |f:0.1|. Procedure: To a suspension of NaH (0.5 g of 60% dispersion in oil) in DMF (10 ml) was added trifluoroethanol (0.92 ml) and the mixture stirred for 30 minutes. After this time the mixture was cooled to 0° C. and a solution of methyl 4bromo-2-bromomethylbenzoate (3.52 g) in DMF was added, and the resultant mixture stirred at room temperature for 1 hour. 0.5M HCl was added and the mixture extracted with ether. The organic extract was washed with water, dried (anhydrous magnesium sulphate) and filtered. The fi...